describe an organic reaction: reactants, conditions, products, and yield From a dataset of the Open Reaction Database (ORD), a public repository of structured organic reaction records. Starting materials: N1N=C(C2=CC=CC=C12)\C=C\1/OC2=C(C1=O)C=CC(=C2\C=C/CCN2CCN(CC2)C(=O)OC(C)(C)C)OC (tert-butyl 4-((Z)-4-{(Z)-2-[(1H-indazol-3-yl)methylene]-6-methoxy-3-oxo-2,3-dihydrobenzofuran-7-yl}but-3-enyl)piperazine-1-carboxylate), solution, Cl (hydrogen chloride). The solvent is C(Cl)Cl (methylene chloride), O1CCOCC1 (1,4-dioxane). Reaction conditions: time 2 hour. Yields the product N1N=C(C2=CC=CC=C12)\C=C\1/OC2=C(C1=O)C=CC(=C2\C=C/CCN2CCNCC2)OC ((Z)-2-[(1H-indazol-3-yl)methylene]-6-methoxy-7-[(Z)-4-(piperazin-1-yl)but-1-enyl]benzofuran-3(2H)-one). Yield: 75.4%. Reaction SMILES: [NH:1]1[C:9]2[C:4](=[CH:5][CH:6]=[CH:7][CH:8]=2)[C:3](/[CH:10]=[C:11]2\[O:12][C:13]3[C:20](/[CH:21]=[CH:22]\[CH2:23][CH2:24][N:25]4[CH2:30][CH2:29][N:28](C(OC(C)(C)C)=O)[CH2:27][CH2:26]4)=[C:19]([O:38][CH3:39])[CH:18]=[CH:17][C:14]=3[C:15]\2=[O:16])=[N:2]1.Cl>C(Cl)Cl.O1CCOCC1>[NH:1]1[C:9]2[C:4](=[CH:5][CH:6]=[CH:7][CH:8]=2)[C:3](/[CH:10]=[C:11]2\[O:12][C:13]3[C:20](/[CH:21]=[CH:22]\[CH2:23][CH2:24][N:25]4[CH2:26][CH2:27][NH:28][CH2:29][CH2:30]4)=[C:19]([O:38][CH3:39])[CH:18]=[CH:17][C:14]=3[C:15]\2=[O:16])=[N:2]1. Procedure details: A solution of tert-butyl 4-((Z)-4-{(Z)-2-[(1H-indazol-3-yl)methylene]-6-methoxy-3-oxo-2,3-dihydrobenzofuran-7-yl}but-3-enyl)piperazine-1-carboxylate (0.0672 g, 0.127 mmol) in methylene chloride (3 mL) was added with a 4 M solution of hydrogen chloride in 1,4-dioxane (3 mL), and the mixture was stirred at room temperature for 2 hours. The reaction mixture was concentrated, the resulting residue was added with saturated aqueous sodium hydrogencarbonate, and the mixture was extracted with ethyl ace... Reactants: ClC=1C=CC2=C(C(CCCN2C(C2=CN=C(C=C2)NC(C2=C(C=CC=C2)Cl)=O)=O)CC(=O)OC)C1 (7-chloro-5-methoxycarbonylmethyl-1-[6-(2-chlorobenzoylamino)nicotinoyl]-2,3,4,5-tetrahydro-1H-benzazepine), CO[BH-](OC)OC.[Na+] (sodium trimethoxyborohydride), Cl (hydrochloric acid), CO[BH-](OC)OC.[Na+] (sodium trimethoxyborohydride). The solvent is COCCOC (ethylene glycol dimethyl ether). Product: ClC=1C=CC2=C(C(CCCN2C(C2=CN=C(C=C2)NC(C2=C(C=CC=C2)Cl)=O)=O)CCO)C1 (7-chloro-5-(2-hydroxyethyl)-1-[6-(2-chlorobenzoylamino)nicotinoyl]-2,3,4,5-tetrahydro-l H-benzazepine). Isolated yield 41.0%. RXN SMILES: [Cl:1][C:2]1[CH:3]=[CH:4][C:5]2[N:11]([C:12](=[O:29])[C:13]3[CH:18]=[CH:17][C:16]([NH:19][C:20](=[O:28])[C:21]4[CH:26]=[CH:25][CH:24]=[CH:23][C:22]=4[Cl:27])=[N:15][CH:14]=3)[CH2:10][CH2:9][CH2:8][CH:7]([CH2:30][C:31](OC)=[O:32])[C:6]=2[CH:35]=1.CO[BH-](OC)OC.[Na+].Cl>COCCOC>[Cl:1][C:2]1[CH:3]=[CH:4][C:5]2[N:11]([C:12](=[O:29])[C:13]3[CH:18]=[CH:17][C:16]([NH:19][C:20](=[O:28])[C:21]4[CH:26]=[CH:25][CH:24]=[CH:23][C:22]=4[Cl:27])=[N:15][CH:14]=3)[CH2:10][CH2:9][CH2:8][CH:7]([CH2:30][CH2:31][OH:32])[C:6]=2[CH:35]=1 |f:1.2|. Reported procedure: To a solution of 7-chloro-5-methoxycarbonylmethyl-1-[6-(2-chlorobenzoylamino)nicotinoyl]-2,3,4,5-tetrahydro-1H-benzazepine (8 g) in ethylene glycol dimethyl ether (50 ml)is added sodium trimethoxyborohydride (6 g), and the mixture is refluxed for 4 hours. To the mixture is added sodium trimethoxyborohydride (3 g), and the mixture is refluxed for two hours. The reaction solution is gradually poured into diluted aqueous hydrochloric acid solution, and the mixture is extracted with dichloromethane.... Reactants: [H][H] (hydrogen), [H-].[Na+] (sodium hydride), C(C)(=O)OCC (ethyl acetate), COCCOC (DME), COCCOC (DME). Yields the product C(CC(=O)C)(=O)OCC (ethyl acetoacetate). Yield: 62.0%. As a reaction SMILES: [H-].[Na+].[C:3]([O:6][CH2:7][CH3:8])(=[O:5])[CH3:4].[H][H].C[O:12][CH2:13][CH2:14]OC>>[C:3]([O:6][CH2:7][CH3:8])(=[O:5])[CH2:4][C:13]([CH3:14])=[O:12] |f:0.1|. Procedure: To a refluxing slurry of 2.5 g (52 mmol) of 50% sodium hydride in 150 ml of DME was added 1.14 g (13 mmol) of ethyl acetate in 20 ml of DME. After a reaction period of 1.5 hours, hydrogen evolution ceased (285 ml at STP, 12.7 mmol) and the reaction mixture was worked up as described above to give a 0.47 g (62%) of crude ethyl acetoacetate, which was identified by VPC. The reactants are ClCCCl, CCc1nccn1N=Cc1ccccc1, O=C(CBr)c1ccc(Cl)cc1. Product: [Br-], CCc1n(CC(=O)c2ccc(Cl)cc2)cc[n+]1N=Cc1ccccc1. RXN SMILES: [CH2:27]([Cl:28])[CH2:29][Cl:30].[CH:12]([c:13]1[cH:14][cH:15][cH:16][cH:17][cH:18]1)=[N:19][n:20]1[c:21]([CH2:25][CH3:26])[n:22][cH:23][cH:24]1.[Cl:1][c:2]1[cH:3][cH:4][c:5]([C:6]([CH2:7][Br:8])=[O:9])[cH:10][cH:11]1>>[Br-:8].[Cl:1][c:2]1[cH:3][cH:4][c:5]([C:6]([CH2:7][n:22]2[c:21]([CH2:25][CH3:26])[n+:20]([N:19]=[CH:12][c:13]3[cH:14][cH:15][cH:16][cH:17][cH:18]3)[cH:24][cH:23]2)=[O:9])[cH:10][cH:11]1. The reactants are COC=1C=C(C(=O)N2C[C@@](CC2)(C2=CC(=C(C=C2)Cl)Cl)CCCS(=O)(=O)[O-])C=C(C1OC)OC ((S)-2-[1-(3,4,5-trimethoxy-benzoyl)-3-(3,4-dichloro-phenyl)-pyrrolidin-3-yl]-ethyl-methanesulfonate), N1(CCOCC1)C(=O)N.N1=CC(=CC=C1)C1(CCNCC1)C(=O)O (4-(pyridin-3-yl)-piperidine-4-carboxylic acid morpholine-amide), C(C)(=O)OCC (ethyl acetate). The solvent is CO.ClCCl (methanol dichloromethane), CO.ClCCl (methanol dichloromethane), CO.ClCCl (methanol dichloromethane). Yields the product N1(CCOCC1)C(=O)N.ClC=1C=C(C=CC1Cl)[C@@]1(CN(CC1)C(C1=CC(=C(C(=C1)OC)OC)OC)=O)CCN1CCC(CC1)(C(=O)O)C=1C=NC=CC1 ((R)-1-[2-[3-(3,4-dichloro-phenyl)-1-(3,4,5-trimethoxy-benzoyl)-pyrrolidin-3-yl]-ethyl]-4-(pyridin-3-yl)-piperidine-4-carboxylic acid morpholine-amide). RXN SMILES: [CH3:1][O:2][C:3]1[CH:4]=[C:5]([CH:28]=[C:29]([O:33][CH3:34])[C:30]=1[O:31][CH3:32])[C:6]([N:8]1[CH2:12][CH2:11][C@@:10]([CH2:21][CH2:22]CS([O-])(=O)=O)([C:13]2[CH:18]=[CH:17][C:16]([Cl:19])=[C:15]([Cl:20])[CH:14]=2)[CH2:9]1)=[O:7].[N:35]1([C:41]([NH2:43])=[O:42])[CH2:40][CH2:39][O:38][CH2:37][CH2:36]1.[N:44]1[CH:49]=[CH:48][CH:47]=[C:46]([C:50]2([C:56]([OH:58])=[O:57])[CH2:55][CH2:54][NH:53][CH2:52][CH2:51]2)[CH:45]=1.C(OCC)(=O)C>CO.ClCCl>[N:35]1([C:41]([NH2:43])=[O:42])[CH2:40][CH2:39][O:38][CH2:37][CH2:36]1.[Cl:20][C:15]1[CH:14]=[C:13]([C@@:10]2([CH2:21][CH2:22][N:53]3[CH2:52][CH2:51][C:50]([C:46]4[CH:45]=[N:44][CH:49]=[CH:48][CH:47]=4)([C:56]([OH:58])=[O:57])[CH2:55][CH2:54]3)[CH2:11][CH2:12][N:8]([C:6](=[O:7])[C:5]3[CH:28]=[C:29]([O:33][CH3:34])[C:30]([O:31][CH3:32])=[C:3]([O:2][CH3:1])[CH:4]=3)[CH2:9]2)[CH:18]=[CH:17][C:16]=1[Cl:19] |f:1.2,4.5,6.7|. Reported procedure: Prepare by the method of Example 88.6 using (S)-2-[1-(3,4,5-trimethoxy-benzoyl)-3-(3,4-dichloro-phenyl)-pyrrolidin-3-yl]-ethyl-methanesulfonate and 4-(pyridin-3-yl)-piperidine-4-carboxylic acid morpholine-amide to give, after chromatography on silica gel eluting sequentially with ethyl acetate, 2% methanol/dichloromethane, 5% methanol/dichloromethane, and then 7% methanol/dichloromethane, the title compound: Rf =0.44 (silica gel, methanol/dichloromethane/concentrated ammonia 10/90/0.5). Reactants: CC(=O)C1=C(C=C(C=C1)Cl)Cl (2,4-dichloroacetophenone), Cl (hydrochloric acid). Reagents/catalysts: [Cu] (copper), [Cu] (copper). Run in C1(=CC=CC=C1)C (toluene). Run at temperature 135 celsius. Product: CC(=O)C1=CC=C(C=C1)Cl (4-chloroacetophenone). The yield is 82.5%. As a reaction SMILES: [CH3:1][C:2]([C:4]1[CH:9]=[CH:8][C:7]([Cl:10])=[CH:6][C:5]=1Cl)=[O:3].Cl>[Cu].C1(C)C=CC=CC=1>[CH3:1][C:2]([C:4]1[CH:9]=[CH:8][C:7]([Cl:10])=[CH:6][CH:5]=1)=[O:3]. Procedure details: A 100-mL round-bottom flask was equipped with a magnetic stir bar, reflux condenser, thermometer, nitrogen inlet, and heating mantle attached to a temperature controller. The flask was charged with 2,4-dichloroacetophenone (5.0 g, 26.5 mmol) and copper powder (0.84 g, 13.2 mmol). The flask was purged with nitrogen for 0.5 hour. Meanwhile, a separate flask was charged with acetic acid (30 g) and triethylamine (30 g). The resulting solution was degassed by bubbling nitrogen through the solution fo... The reactants are C(C)C1(OCCO1)CCCCC(=O)N(C)OC (5-(2-ethyl-1,3-dioxolan-2-yl)-N-methoxy-N-methyl-pentanamide), C1CCOC1 (THF), [H-].[H-].[H-].[H-].[Li+].[Al+3] (LiAlH4), C1CCOC1 (THF). The product is C(C)C1(OCCO1)C(CCCC=O)C (5-(2-Ethyl-1,3-dioxolan-2-yl)hexanal). RXN SMILES: [CH2:1]([C:3]1([CH2:8][CH2:9][CH2:10][CH2:11][C:12](N(OC)C)=[O:13])[O:7][CH2:6][CH2:5][O:4]1)[CH3:2].[H-].[H-].[H-].[H-].[Li+].[Al+3].[CH2:24]1COCC1>>[CH2:1]([C:3]1([CH:8]([CH3:24])[CH2:9][CH2:10][CH2:11][CH:12]=[O:13])[O:4][CH2:5][CH2:6][O:7]1)[CH3:2] |f:1.2.3.4.5.6|. Procedure details: To a stirred mixture of 5-(2-ethyl-1,3-dioxolan-2-yl)-N-methoxy-N-methyl-pentanamide (1 eq.) [Prepared by coupling 7-oxononanoic acid with N, O-dimethylhydroxylamine and subsequent ketal protection] in anhydrous THF at −78° C. was added a 1 M LiAlH4 solution in THF (1.6 eq.) slowly over 5 min. After 45 min the reaction was quenched by addition of Et2O and then aq. Rochelle's salt solution (10% w/v). The mixture was warmed to RT with a vigourous stirring. The organic phase was separated, washed w... Starting materials: CSc1ccc(O)cc1, [Cl-], C[Si](C)(C)CCOCN(COCC[Si](C)(C)C)c1cc(Cl)nc2ccnn12, [H-], [NH4+], [Na+], CN(C)C=O. Yields the product CSc1ccc(Oc2cc(N(COCC[Si](C)(C)C)COCC[Si](C)(C)C)n3nccc3n2)cc1. RXN SMILES: [CH3:1][S:2][c:3]1[cH:4][cH:5][c:6]([OH:9])[cH:7][cH:8]1.[Cl-:39].[Cl:12][c:13]1[n:14][c:15]2[n:16]([c:17]([N:19]([CH2:20][O:21][CH2:22][CH2:23][Si:24]([CH3:25])([CH3:26])[CH3:27])[CH2:28][O:29][CH2:30][CH2:31][Si:32]([CH3:33])([CH3:34])[CH3:35])[cH:18]1)[n:36][cH:37][cH:38]2.[H-:11].[NH4+:40].[Na+:10].[O:41]=[CH:42][N:43]([CH3:44])[CH3:45]>>[CH3:1][S:2][c:3]1[cH:4][cH:5][c:6]([O:9][c:13]2[n:14][c:15]3[n:16]([c:17]([N:19]([CH2:20][O:21][CH2:22][CH2:23][Si:24]([CH3:25])([CH3:26])[CH3:27])[CH2:28][O:29][CH2:30][CH2:31][Si:32]([CH3:33])([CH3:34])[CH3:35])[cH:18]2)[n:36][cH:37][cH:38]3)[cH:7][cH:8]1. Starting materials: CC(=O)O, COCCOC, CCOC(C)=O, CO, CSc1nc2c(c(C)cn2Cc2ccc(C(=O)c3ccc(F)cc3)cc2)c(=O)[nH]1. Product: Cc1cn(Cc2ccc(C(=O)c3ccc(F)cc3)cc2)c2nc[nH]c(=O)c12. Reaction SMILES: [CH3:30][C:31](=[O:32])[OH:33].[CH3:34][O:35][CH2:36][CH2:37][O:38][CH3:39].[CH3:40][CH2:41][O:42][C:43](=[O:44])[CH3:45].[CH3:46][OH:47].[F:1][c:2]1[cH:3][cH:4][c:5]([C:6](=[O:7])[c:8]2[cH:9][cH:10][c:11]([CH2:12][n:13]3[cH:14][c:15]([CH3:25])[c:16]4[c:17]3[n:18][c:19]([S:23][CH3:24])[nH:20][c:21]4=[O:22])[cH:26][cH:27]2)[cH:28][cH:29]1>>[F:1][c:2]1[cH:3][cH:4][c:5]([C:6](=[O:7])[c:8]2[cH:9][cH:10][c:11]([CH2:12][n:13]3[cH:14][c:15]([CH3:25])[c:16]4[c:17]3[n:18][cH:19][nH:20][c:21]4=[O:22])[cH:26][cH:27]2)[cH:28][cH:29]1.